From a dataset of the Open Reaction Database (ORD), a public repository of structured organic reaction records. describe an organic reaction: reactants, conditions, products, and yield Reactants: Cc1ccsc1C(=O)Nc1cc(N2CCN(C(=O)OC(C)(C)C)CC2)ccc1C=Cc1n[nH]c2ccccc12, CCO, CCO, Cl, [Na+], [OH-]. Yields the product Cc1ccsc1C(=O)Nc1cc(N2CCNCC2)ccc1C=Cc1n[nH]c2ccccc12. As a reaction SMILES: [C:1]([O:2][C:3](=[O:4])[N:8]1[CH2:9][CH2:10][N:11]([c:14]2[cH:15][c:16]([NH:31][C:32](=[O:33])[c:34]3[s:35][cH:36][cH:37][c:38]3[CH3:39])[c:17]([CH:20]=[CH:21][c:22]3[n:23][nH:24][c:25]4[cH:26][cH:27][cH:28][cH:29][c:30]34)[cH:18][cH:19]2)[CH2:12][CH2:13]1)([CH3:5])([CH3:6])[CH3:7].[CH2:40]([OH:41])[CH3:42].[CH3:46][CH2:47][OH:48].[ClH:43].[Na+:45].[OH-:44]>>[NH:8]1[CH2:9][CH2:10][N:11]([c:14]2[cH:15][c:16]([NH:31][C:32](=[O:33])[c:34]3[s:35][cH:36][cH:37][c:38]3[CH3:39])[c:17]([CH:20]=[CH:21][c:22]3[n:23][nH:24][c:25]4[cH:26][cH:27][cH:28][cH:29][c:30]34)[cH:18][cH:19]2)[CH2:12][CH2:13]1. The reactants are Cl (Hydrogen chloride), N#N.C(C)(C)(C)OC(=O)N[C@@H](C(C)C)C(=O)NC(COC1=CC=C(C=C1)C#N)C (N2 tert-butoxycarbonyl-N1 -[2-(4-cyanophenoxy)-1-methylethyl]-L-valinamide). Run in C(Cl)Cl (methylene chloride). Product: Cl.C(#N)C1=CC=C(OCC(C)NC([C@@H](N)C(C)C)=O)C=C1 (N1 -[2-(4-cyanophenoxy)-1-methylethyl]-L-valinamide hydrochloride). Yield: 100.0%. RXN SMILES: [ClH:1].N#N.C(OC([NH:11][C@H:12]([C:16]([NH:18][CH:19]([CH3:30])[CH2:20][O:21][C:22]1[CH:27]=[CH:26][C:25]([C:28]#[N:29])=[CH:24][CH:23]=1)=[O:17])[CH:13]([CH3:15])[CH3:14])=O)(C)(C)C>C(Cl)Cl>[ClH:1].[C:28]([C:25]1[CH:24]=[CH:23][C:22]([O:21][CH2:20][CH:19]([NH:18][C:16](=[O:17])[C@H:12]([CH:13]([CH3:14])[CH3:15])[NH2:11])[CH3:30])=[CH:27][CH:26]=1)#[N:29] |f:1.2,4.5|. Procedure: Hydrogen chloride gas was introduced into a solution containing 3.7 g of N2 -tert-butoxycarbonyl-N1 -[2-(4-cyanophenoxy)-1-methylethyl]-L-valinamide dissolved in 100 mL of methylene chloride for 1 hour at room temperature. After completion of the reaction, the methylene chloride was removed under reduced pressure, thus obtaining a crude crystal. The crude crystal was washed with acetone to afford 3.1 g of the desired product (yield: 100%). Melting point: 59°-63° C. Starting materials: C(#C)C1=CC=C(C=C1)[C-]1C=CC=C1.[CH-]1C=CC=C1.[Fe+2] (4-(Ethvnyl)phenylferrocene), IC1=CC=C(C=O)C=C1 (4-iodobenzaldehyde). The reagents and catalysts are [Cu]I (CuI), Cl[Pd]([P](C1=CC=CC=C1)(C2=CC=CC=C2)C3=CC=CC=C3)([P](C4=CC=CC=C4)(C5=CC=CC=C5)C6=CC=CC=C6)Cl (Pd(PPh3)2Cl2). Reaction conditions: time 3 minute. The product is [C-]1(C=CC=C1)C1=CC=C(C=C1)C#CC1=CC=C(C=C1)C=O.[CH-]1C=CC=C1.[Fe+2] (1-(4-Ferrocenylphenyl)-2-(4-formylphenyl)acetylene). RXN SMILES: [C:1]([C:3]1[CH:8]=[CH:7][C:6]([C-:9]2[CH:13]=[CH:12][CH:11]=[CH:10]2)=[CH:5][CH:4]=1)#[CH:2].[CH-:14]1[CH:18]=[CH:17][CH:16]=[CH:15]1.[Fe+2:19].I[C:21]1[CH:28]=[CH:27][C:24]([CH:25]=[O:26])=[CH:23][CH:22]=1>[Cu]I.Cl[Pd](Cl)([P](C1C=CC=CC=1)(C1C=CC=CC=1)C1C=CC=CC=1)[P](C1C=CC=CC=1)(C1C=CC=CC=1)C1C=CC=CC=1>[C-:9]1([C:6]2[CH:7]=[CH:8][C:3]([C:1]#[C:2][C:21]3[CH:28]=[CH:27][C:24]([CH:25]=[O:26])=[CH:23][CH:22]=3)=[CH:4][CH:5]=2)[CH:13]=[CH:12][CH:11]=[CH:10]1.[CH-:14]1[CH:18]=[CH:17][CH:16]=[CH:15]1.[Fe+2:19] |f:0.1.2,6.7.8,^1:33,52|. Procedure details: Samples of 4 (500 mg, 1.75 mmol), 4-iodobenzaldehyde (406 mg, 1.75 mmol), CuI (18 mg, 94 μmol) and Pd(PPh3)2Cl2 (8 mg, 11 μmol) were placed in a Schlenk flask. The flask was evacuated for 3 min and then the flask was backflushed with argon for 3 min. The process of evacuation and flushing was repeated 3 times. At this point flow rate was increased and the threaded stopcock was removed. Deaerated THF (5 mL) and DIEA (5.0 mL) were added in succession to the flask by gas-tight syringe. The threaded... Reactants: COc1cc(CNC(=O)C(C)C(=O)O)cc(OC)c1, CN1C(=O)C(N)c2ccccc2-c2ccccc21. RXN SMILES: [CH3:19][CH:20]([C:21](=[O:22])[OH:23])[C:24](=[O:25])[NH:26][CH2:27][c:28]1[cH:29][c:30]([O:36][CH3:37])[cH:31][c:32]([O:34][CH3:35])[cH:33]1.[NH2:1][CH:2]1[c:3]2[c:4]([cH:15][cH:16][cH:17][cH:18]2)-[c:5]2[c:6]([cH:11][cH:12][cH:13][cH:14]2)[N:7]([CH3:10])[C:8]1=[O:9]>>[NH:1]([CH:2]1[c:3]2[c:4]([cH:15][cH:16][cH:17][cH:18]2)-[c:5]2[c:6]([cH:11][cH:12][cH:13][cH:14]2)[N:7]([CH3:10])[C:8]1=[O:9])[C:21]([CH:20]([CH3:19])[C:24](=[O:25])[NH:26][CH2:27][c:28]1[cH:29][c:30]([O:36][CH3:37])[cH:31][c:32]([O:34][CH3:35])[cH:33]1)=[O:22]. The product is COc1cc(CNC(=O)C(C)C(=O)NC2C(=O)N(C)c3ccccc3-c3ccccc32)cc(OC)c1.